This data is from the Open Reaction Database (ORD), a public repository of structured organic reaction records. The task is: describe an organic reaction: reactants, conditions, products, and yield Reactants: Cc1cn2c(Br)cccc2n1, CCCC[Sn](CCCC)(CCCC)c1nc(N2CCOCC2)c2nc(CN3CCC(C(C)(C)O)CC3)n(C)c2n1, [Cu+], C1COCCO1, O=C([O-])c1cccs1. Product: Cc1cn2c(-c3nc(N4CCOCC4)c4nc(CN5CCC(C(C)(C)O)CC5)n(C)c4n3)cccc2n1. Reaction SMILES: [Br:41][c:42]1[cH:43][cH:44][cH:45][c:46]2[n:47]1[cH:48][c:49]([CH3:51])[n:50]2.[CH3:1][n:2]1[c:3]2[n:4][c:5]([Sn:28]([CH2:29][CH2:30][CH2:31][CH3:32])([CH2:33][CH2:34][CH2:35][CH3:36])[CH2:37][CH2:38][CH2:39][CH3:40])[n:6][c:7]([N:22]3[CH2:23][CH2:24][O:25][CH2:26][CH2:27]3)[c:8]2[n:9][c:10]1[CH2:11][N:12]1[CH2:13][CH2:14][CH:15]([C:18]([CH3:19])([CH3:20])[OH:21])[CH2:16][CH2:17]1.[Cu+:66].[O:52]1[CH2:53][CH2:54][O:55][CH2:56][CH2:57]1.[s:58]1[cH:59][cH:60][cH:61][c:62]1[C:63]([O-:64])=[O:65]>>[CH3:1][n:2]1[c:3]2[n:4][c:5](-[c:42]3[cH:43][cH:44][cH:45][c:46]4[n:47]3[cH:48][c:49]([CH3:51])[n:50]4)[n:6][c:7]([N:22]3[CH2:23][CH2:24][O:25][CH2:26][CH2:27]3)[c:8]2[n:9][c:10]1[CH2:11][N:12]1[CH2:13][CH2:14][CH:15]([C:18]([CH3:19])([CH3:20])[OH:21])[CH2:16][CH2:17]1. Starting materials: C1(=CC=CC=C1)S(=O)(=O)N1C(=CC2=CC=C(C=C12)OC)C1=C(C=C(C=C1)OC)[N+](=O)[O-] (1-benzenesulfonyl-6-methoxy-2-(4-methoxy-2-nitrophenyl)-1H-indole), [F-].C(CCC)[N+](CCCC)(CCCC)CCCC (tetrabutylammonium fluoride), O1CCCC1 (tetrahydrofuran). Run in O (water). Conditions: temperature 80 celsius, time 5 hour. Yields the product COC1=CC=C2C=C(NC2=C1)C1=C(C=C(C=C1)OC)[N+](=O)[O-] (6-Methoxy-2-(4-methoxy-2-nitrophenyl)-1H-indole). Isolated yield 73.5%. Reaction SMILES: C1(S([N:10]2[C:18]3[C:13](=[CH:14][CH:15]=[C:16]([O:19][CH3:20])[CH:17]=3)[CH:12]=[C:11]2[C:21]2[CH:26]=[CH:25][C:24]([O:27][CH3:28])=[CH:23][C:22]=2[N+:29]([O-:31])=[O:30])(=O)=O)C=CC=CC=1.[F-].C([N+](CCCC)(CCCC)CCCC)CCC.O1CCCC1>O>[CH3:20][O:19][C:16]1[CH:17]=[C:18]2[C:13]([CH:12]=[C:11]([C:21]3[CH:26]=[CH:25][C:24]([O:27][CH3:28])=[CH:23][C:22]=3[N+:29]([O-:31])=[O:30])[NH:10]2)=[CH:14][CH:15]=1 |f:1.2|. Procedure: A mixture of 1-benzenesulfonyl-6-methoxy-2-(4-methoxy-2-nitrophenyl)-1H-indole (2.0 g), tetrabutylammonium fluoride (1.0 M solution in tetrahydrofuran) (11.4 ml) and tetrahydrofuran (40 ml) was stirred for 5 hours at 80° C. The reaction mixture was diluted with water, extracted with ethyl acetate, then washed with brine, dried over anhydrous magnesium sulfate, and the solvent was evaporated in vacuo. The residue was purified by NH silica gel column chromatography (hexane-ethyl acetate system) to...